This data is from the Open Reaction Database (ORD), a public repository of structured organic reaction records. The task is: describe an organic reaction: reactants, conditions, products, and yield The reactants are OC1=C2C(C=C(OC2=CC(=C1)OS(=O)(=O)C(F)(F)F)C1=CC=CC=C1)=O (trifluoromethanesulfonic acid 5-hydroxy-4-oxo-2-phenyl-4H-chromen-7-yl ester), N1CCOCC1 (morpholine), C1(=CC=CC=C1)P(C1=C(C2=CC=CC=C2C=C1)C1=C(C=CC2=CC=CC=C12)P(C1=CC=CC=C1)C1=CC=CC=C1)C1=CC=CC=C1 (racemic-2,2′bis(diphenylphosphino)-1,1′-binapthyl), C([O-])([O-])=O.[Cs+].[Cs+] (cesium carbonate). Reagents/catalysts: C=1C=CC(=CC1)/C=C/C(=O)/C=C/C2=CC=CC=C2.C=1C=CC(=CC1)/C=C/C(=O)/C=C/C2=CC=CC=C2.C=1C=CC(=CC1)/C=C/C(=O)/C=C/C2=CC=CC=C2.[Pd].[Pd] (tris(dibenzylideneacetone)dipalladium(0)). Run in C1(=CC=CC=C1)C (toluene). Product: OC1=C2C(C=C(OC2=CC(=C1)N1CCOCC1)C1=CC=CC=C1)=O (5-hydroxy-7-morpholin-4-yl-2-phenyl-chromen-4-one). The yield is 22.1%. Reaction SMILES: [OH:1][C:2]1[CH:11]=[C:10](OS(C(F)(F)F)(=O)=O)[CH:9]=[C:8]2[C:3]=1[C:4](=[O:26])[CH:5]=[C:6]([C:20]1[CH:25]=[CH:24][CH:23]=[CH:22][CH:21]=1)[O:7]2.[NH:27]1[CH2:32][CH2:31][O:30][CH2:29][CH2:28]1.C1(P(C2C=CC=CC=2)C2C=CC3C(=CC=CC=3)C=2C2C3C(=CC=CC=3)C=CC=2P(C2C=CC=CC=2)C2C=CC=CC=2)C=CC=CC=1.C(=O)([O-])[O-].[Cs+].[Cs+]>C1(C)C=CC=CC=1.C1C=CC(/C=C/C(/C=C/C2C=CC=CC=2)=O)=CC=1.C1C=CC(/C=C/C(/C=C/C2C=CC=CC=2)=O)=CC=1.C1C=CC(/C=C/C(/C=C/C2C=CC=CC=2)=O)=CC=1.[Pd].[Pd]>[OH:1][C:2]1[CH:11]=[C:10]([N:27]2[CH2:32][CH2:31][O:30][CH2:29][CH2:28]2)[CH:9]=[C:8]2[C:3]=1[C:4](=[O:26])[CH:5]=[C:6]([C:20]1[CH:25]=[CH:24][CH:23]=[CH:22][CH:21]=1)[O:7]2 |f:3.4.5,7.8.9.10.11|. Reported procedure: A solution of trifluoromethanesulfonic acid 5-hydroxy-4-oxo-2-phenyl-4H-chromen-7-yl ester (200 mg, 0.518 mmol), morpholine (0.05 mL, 0.622 mmol), tris(dibenzylideneacetone)dipalladium(0) (9.4 mg, 0.010 mmol), racemic-2,2′bis(diphenylphosphino)-1,1′-binapthyl (19 mg, 0.030 mmol), and cesium carbonate (236 mg, 0.725 mmol) in toluene (5 mL) was heated to reflux for 24 h. The mixture was allowed to cool to room temperature, filtered through a ¾″ silica gel (60 Å) plug, then the plug was washed with... Starting materials: ice water, CC=1NC(NC1)=O (1,3-dihydro-4-methyl-2H-imidazol-2-one), [Cl-].[Al+3].[Cl-].[Cl-] (aluminum chloride), COC=1C=C(C(=O)Cl)C=CC1OC (3,4-dimethoxybenzoyl chloride). Solvent: [N+](=O)([O-])C1=CC=CC=C1 (nitrobenzene). Conditions: temperature 60 celsius, time 3 hour. Yields the product COC=1C=C(C(=O)C=2NC(NC2)=O)C=CC1OC (1,3-Dihydro-4-(3,4-dimethoxybenzoyl)-2H-imidazol-2-one). RXN SMILES: C[C:2]1[NH:3][C:4](=[O:7])[NH:5][CH:6]=1.[Cl-].[Al+3].[Cl-].[Cl-].[CH3:12][O:13][C:14]1[CH:15]=[C:16]([CH:20]=[CH:21][C:22]=1[O:23][CH3:24])[C:17](Cl)=[O:18]>[N+](C1C=CC=CC=1)([O-])=O>[CH3:12][O:13][C:14]1[CH:15]=[C:16]([CH:20]=[CH:21][C:22]=1[O:23][CH3:24])[C:17]([C:2]1[NH:3][C:4](=[O:7])[NH:5][CH:6]=1)=[O:18] |f:1.2.3.4|. Procedure: To a solution of 6.5 g of 1,3-dihydro-4-methyl-2H-imidazol-2-one and 14.6 g of aluminum chloride in 65 ml of nitrobenzene is added 17.6 g of 3,4-dimethoxybenzoyl chloride in portions. The mixture is stirred for 3 hours at 60° C., cooled and poured over ice water. The gummy solids are filtered and recrystallized twice from ethyl alcohol-water to afford the title compound. M.P. 257°-259° C.